Task: describe an organic reaction: reactants, conditions, products, and yield. Dataset: the Open Reaction Database (ORD), a public repository of structured organic reaction records Starting materials: FC1=C(C=CC(=C1)F)C=1C=C(C(N(N1)CC(C)C)=O)CN1C(C=2C(C1=O)=CC=CC2)=O (6-(2,4-difluorophenyl)-2-isobutyl-4-phthalimidomethyl-2H-pyridazin-3-one), C(=O)(O)C=1C(N(N=C(C1)C1=CC=C(C=C1)SC)CC(C)C)=O (4-carboxy-2-isobutyl-6-[4-(methylthio)phenyl]-2H-pyridazin-3-one). The product is OCC=1C(N(N=C(C1)C1=CC=C(C=C1)SC)CC(C)C)=O (4-hydroxymethyl-2-isobutyl-6-[4-(methylthio)phenyl]-2H-pyridazin-3-one). The yield is 35.3%. As a reaction SMILES: FC1C=C(F)C=CC=1C1C=C(CN2C(=O)C3=CC=CC=C3C2=O)C(=O)N(CC(C)C)N=1.[C:32]([C:35]1[C:36](=[O:53])[N:37]([CH2:49][CH:50]([CH3:52])[CH3:51])[N:38]=[C:39]([C:41]2[CH:46]=[CH:45][C:44]([S:47][CH3:48])=[CH:43][CH:42]=2)[CH:40]=1)(O)=[O:33]>>[OH:33][CH2:32][C:35]1[C:36](=[O:53])[N:37]([CH2:49][CH:50]([CH3:51])[CH3:52])[N:38]=[C:39]([C:41]2[CH:46]=[CH:45][C:44]([S:47][CH3:48])=[CH:43][CH:42]=2)[CH:40]=1. Reported procedure: Following the procedure of Example 1 (8), 4-carboxy-2-isobutyl-6-[4-(methylthio)phenyl]-2H-pyridazin-3-one was reacted to yield the title compound as a yellow oil (yield: 35.3%).